The task is: describe an organic reaction: reactants, conditions, products, and yield. This data is from the Open Reaction Database (ORD), a public repository of structured organic reaction records. Starting materials: [Cl-].[Cl-].[Cl-].[Al+3] (aluminium trichloride), solution, C1(=CC=CC=C1)C (toluene), COC=1OC2=CC(=CC=C2C(C1)=O)OC (2,7-dimethoxy-4H-chromen-4-one). Solvent: O (Water). Reaction conditions: temperature 90 celsius, time 4 hour. Product: OC1=CC=C2C(C=C(OC2=C1)OC)=O (7-hydroxy-2-methoxy-4H-chromen-4-on). Isolated yield 64.6%. RXN SMILES: [Cl-].[Cl-].[Cl-].[Al+3].C1(C)C=CC=CC=1.[CH3:12][O:13][C:14]1[O:15][C:16]2[C:21]([C:22](=[O:24])[CH:23]=1)=[CH:20][CH:19]=[C:18]([O:25]C)[CH:17]=2>O>[OH:25][C:18]1[CH:17]=[C:16]2[C:21]([C:22](=[O:24])[CH:23]=[C:14]([O:13][CH3:12])[O:15]2)=[CH:20][CH:19]=1 |f:0.1.2.3|. Procedure: Under nitrogen atmosphere, 170 mg of aluminium trichloride was added to 5 ml solution of toluene with 103 mg of 2,7-dimethoxy-4H-chromen-4-one, and the mixture was stirred at 90° C. for 4 hours. Water was added to the reaction solution, the deposited white solid was filtered, separated and purified by preparative thin-layer chromatography (chloroform/methanol=9/1), to obtain 62 mg of the above compound as a white solid. Product: [O-][n+]1nc(NCCN2CCOCC2)[n+]([O-])c2cc3c(cc21)CCC3. The reactants are O=C([O-])[O-], O=C(O)C(F)(F)F, [Na+], [Na+], [O-][n+]1nc(NCCN2CCOCC2)nc2cc3c(cc21)CCC3, O, OO. As a reaction SMILES: [C:26]([O-:27])(=[O:28])[O-:29].[F:32][C:33]([F:34])([F:35])[C:36]([OH:37])=[O:38].[Na+:30].[Na+:31].[O:3]1[CH2:4][CH2:5][N:6]([CH2:9][CH2:10][NH:11][c:12]2[n:13][n+:14]([O-:25])[c:15]3[c:16]([n:17]2)[cH:18][c:19]2[c:23]([cH:24]3)[CH2:22][CH2:21][CH2:20]2)[CH2:7][CH2:8]1.[OH2:39].[OH:1][OH:2]>>[O:3]1[CH2:4][CH2:5][N:6]([CH2:9][CH2:10][NH:11][c:12]2[n:13][n+:14]([O-:25])[c:15]3[c:16]([n+:17]2[O-:27])[cH:18][c:19]2[c:23]([cH:24]3)[CH2:22][CH2:21][CH2:20]2)[CH2:7][CH2:8]1. Yields the product COC1=C2C3=C(C(OC2=CC=C1)C1=CC(=CC=C1)\C=C\C1=CC=CC=C1)C=C(C=C3)NS(=O)(=O)C (N-(1-methoxy-6-{3-[(E)-2-phenylethenyl]phenyl}-6H-benzo[c]chromen-8-yl)methanesulfonamide). Isolated yield 16.5%. Conditions: temperature 90 celsius. Reaction SMILES: Br[C:2]1[CH:3]=[C:4]([CH:8]2[C:17]3[CH:18]=[C:19]([NH:22][S:23]([CH3:26])(=[O:25])=[O:24])[CH:20]=[CH:21][C:16]=3[C:15]3[C:10](=[CH:11][CH:12]=[CH:13][C:14]=3[O:27][CH3:28])[O:9]2)[CH:5]=[CH:6][CH:7]=1.[C:29]1([CH:35]=[CH:36]B(O)O)[CH:34]=[CH:33][CH:32]=[CH:31][CH:30]=1.C([O-])([O-])=O.[Na+].[Na+]>CCO.COCCOC.C1(C)C=CC=CC=1.COCCOC.C1C=CC([P]([Pd]([P](C2C=CC=CC=2)(C2C=CC=CC=2)C2C=CC=CC=2)([P](C2C=CC=CC=2)(C2C=CC=CC=2)C2C=CC=CC=2)[P](C2C=CC=CC=2)(C2C=CC=CC=2)C2C=CC=CC=2)(C2C=CC=CC=2)C2C=CC=CC=2)=CC=1>[CH3:28][O:27][C:14]1[CH:13]=[CH:12][CH:11]=[C:10]2[C:15]=1[C:16]1[CH:21]=[CH:20][C:19]([NH:22][S:23]([CH3:26])(=[O:24])=[O:25])=[CH:18][C:17]=1[CH:8]([C:4]1[CH:5]=[CH:6][CH:7]=[C:2](/[CH:36]=[CH:35]/[C:29]3[CH:34]=[CH:33][CH:32]=[CH:31][CH:30]=3)[CH:3]=1)[O:9]2 |f:2.3.4,5.6.7,^1:71,73,92,111|. Starting materials: BrC=1C=C(C=CC1)C1OC2=CC=CC(=C2C2=C1C=C(C=C2)NS(=O)(=O)C)OC (N-[6-(3-bromophenyl)-1-methoxy-6H-benzo[c]chromen-8-yl]methanesulfonamide), C1(=CC=CC=C1)C=CB(O)O (phenylvinylboronic acid), C(=O)([O-])[O-].[Na+].[Na+] (Na2CO3). Procedure: A solution of Example 82 (0.046 g, 0.1 mmol) in EtOH/DME/toluene (1 mL, 2:1:1) was added to phenylvinylboronic acid (0.015 g, 0.1 mmol). A solution of Pd(PPh3)4 (0.006 g, 0.005 mmol) in DME (0.5 mL) and aqueous Na2CO3 (20 mg in 0.3 mL H2O, 0.2 mmol) were added. The reaction mixture was heated to 90° C. on a shaker for 15 min then concentrated, diluted with DMSO/MeOH (1:1, 1 mL) and purified by HPLC with 0.1% TFA, water, and CH3CN to provide the titled compound (8 mg, 17%). 1H NMR (500 MHz, CDCL3... The reagents and catalysts are C=1C=CC(=CC1)[P](C=2C=CC=CC2)(C=3C=CC=CC3)[Pd]([P](C=4C=CC=CC4)(C=5C=CC=CC5)C=6C=CC=CC6)([P](C=7C=CC=CC7)(C=8C=CC=CC8)C=9C=CC=CC9)[P](C=1C=CC=CC1)(C=1C=CC=CC1)C=1C=CC=CC1 (Pd(PPh3)4). The solvent is CCO.COCCOC.C1(=CC=CC=C1)C (EtOH DME toluene), COCCOC (DME). Starting materials: NC1=C(C(=NN1)SC)S(=O)(=O)C1=CC=CC=C1 (5-amino-3-methylthio-4-phenylsulphonyl-pyrazole), C(C)OC(C)=NC(OCC)=O (ethyl 1-ethoxy-ethylidene-carbamate). The solvent is C(C)(=O)O (acetic acid). Product: C1(=CC=CC=C1)S(=O)(=O)C=1C(=NN2C1N=C(NC2=O)C)SC (8-benzenesulphonyl-2-methyl-7-methylsulphanyl-3H-pyrazolo[1,5-a][1,3,5]-triazin-4-one). The yield is 35.8%. RXN SMILES: [NH2:1][C:2]1[NH:6][N:5]=[C:4]([S:7][CH3:8])[C:3]=1[S:9]([C:12]1[CH:17]=[CH:16][CH:15]=[CH:14][CH:13]=1)(=[O:11])=[O:10].C(O[C:21](=[N:23][C:24](=O)[O:25]CC)[CH3:22])C>C(O)(=O)C>[C:12]1([S:9]([C:3]2[C:4]([S:7][CH3:8])=[N:5][N:6]3[C:24](=[O:25])[NH:23][C:21]([CH3:22])=[N:1][C:2]=23)(=[O:11])=[O:10])[CH:13]=[CH:14][CH:15]=[CH:16][CH:17]=1. Reported procedure: A solution of 0.54 g (2 mol) of 5-amino-3-methylthio-4-phenylsulphonyl-pyrazole and 0.54 g (3.4 mmol) of ethyl 1-ethoxy-ethylidene-carbamate in acetic acid was stirred at 100° C. for 3 hrs. After cooling to RT the precipitate was filtered off, washed off with a copious amount of Et2O and dried in a high vacuum at 45° C. There was obtained 0.41 g (61%) of 8-benzenesulphonyl-2-methyl-7-methylsulphanyl-3H-pyrazolo[1,5-a][1,3,5]-triazin-4-one white crystals, m.p.>300° C. Reactants: ClC1=NC(=CC(=N1)C(=O)OC)Cl (methyl 2,6-dichloropyrimidine-4-carboxylate), Cl.CN (methylamine hydrochloride), CCN(C(C)C)C(C)C (Hunig's base). The solvent is C(Cl)Cl (CH2Cl2). Conditions: time 1 hour. Yields the product ClC1=NC(=CC(=N1)C(=O)OC)NC (methyl 2-chloro-6-(methylamino)pyrimidine-4-carboxylate). As a reaction SMILES: [Cl:1][C:2]1[N:7]=[C:6]([C:8]([O:10][CH3:11])=[O:9])[CH:5]=[C:4](Cl)[N:3]=1.Cl.CN.C[CH2:17][N:18](C(C)C)C(C)C>C(Cl)Cl>[Cl:1][C:2]1[N:7]=[C:6]([C:8]([O:10][CH3:11])=[O:9])[CH:5]=[C:4]([NH:18][CH3:17])[N:3]=1 |f:1.2|. Procedure details: To a mixture of methyl 2,6-dichloropyrimidine-4-carboxylate (2 g), methylamine hydrochloride (0.72 g) in CH2Cl2 (48 mL) at 0° C. was added Hunig's base (3.7 mL) dropwise, and the reaction mixture was stirred at ice bath for 1 h and then rt for 1 h. The solvent was removed in vacuo, and the white residue was purified directly by Biotage eluting with 40-600% EtOAc/Hexanes (1000 mL) followed by 90% CH2Cl2/10% MeOH (4 L) to give the title compound as a white solid (1.8 g). These fractions were combi... The reactants are C(C)C=1C=C(C=CC1CC)C[C@H](C(=O)O)NC(=O)N1CCC(CC1)N1C(NC2=C(CC1)C=CC=C2)=O ((R)-3-(3,4-diethyl-phenyl)-2-{[4-(2-oxo-1,2,4,5-tetrahydro-1,3-benzodiazepin-3-yl)-piperidine-1-carbonyl]-amino}-propionic acid), FC1(CCN(CC1)C1CCNCC1)F (4,4-difluoro-[1,4′]bipiperidinyl). Product: C(C)C=1C=C(C[C@H](C(=O)N2CCC(CC2)N2CCC(CC2)(F)F)NC(=O)N2CCC(CC2)N2C(NC3=C(CC2)C=CC=C3)=O)C=CC1CC (4-(2-oxo-1,2,4,5-tetrahydro-1,3-benzodiazepin-3-yl)-piperidine-1-carboxylic acid-[(R)-1-(3,4-diethyl-benzyl)-2-(4,4-difluoro-1,4′-bipiperidinyl-1′-yl)-2-oxo-ethyl]-amide). RXN SMILES: [CH2:1]([C:3]1[CH:4]=[C:5]([CH2:11][C@@H:12]([NH:16][C:17]([N:19]2[CH2:24][CH2:23][CH:22]([N:25]3[CH2:31][CH2:30][C:29]4[CH:32]=[CH:33][CH:34]=[CH:35][C:28]=4[NH:27][C:26]3=[O:36])[CH2:21][CH2:20]2)=[O:18])[C:13]([OH:15])=O)[CH:6]=[CH:7][C:8]=1[CH2:9][CH3:10])[CH3:2].[F:37][C:38]1([F:50])[CH2:43][CH2:42][N:41]([CH:44]2[CH2:49][CH2:48][NH:47][CH2:46][CH2:45]2)[CH2:40][CH2:39]1>>[CH2:1]([C:3]1[CH:4]=[C:5]([CH:6]=[CH:7][C:8]=1[CH2:9][CH3:10])[CH2:11][C@@H:12]([NH:16][C:17]([N:19]1[CH2:24][CH2:23][CH:22]([N:25]2[CH2:31][CH2:30][C:29]3[CH:32]=[CH:33][CH:34]=[CH:35][C:28]=3[NH:27][C:26]2=[O:36])[CH2:21][CH2:20]1)=[O:18])[C:13]([N:47]1[CH2:48][CH2:49][CH:44]([N:41]2[CH2:40][CH2:39][C:38]([F:50])([F:37])[CH2:43][CH2:42]2)[CH2:45][CH2:46]1)=[O:15])[CH3:2]. Procedure details: Prepared analogously to Example 9i) from 400 mg (0.81 mmol) (R)-3-(3,4-diethyl-phenyl)-2-{[4-(2-oxo-1,2,4,5-tetrahydro-1,3-benzodiazepin-3-yl)-piperidine-1-carbonyl]-amino}-propionic acid and 200 mg (0.98 mmol) 4,4-difluoro-[1,4′]bipiperidinyl. As a reaction SMILES: [CH3:1][C:2]([CH3:3])([CH3:4])[NH2:5].[Cl:22][CH2:23][Cl:24].[c:6]1(-[c:12]2[c:13]3[c:14]([n:15][s:16]2)[C:17](=[O:18])[O:19][C:20]3=[O:21])[cH:7][cH:8][cH:9][cH:10][cH:11]1>>[CH3:1][C:2]([CH3:3])([CH3:4])[NH:5][C:17]([c:14]1[c:13]([C:20](=[O:19])[OH:21])[c:12](-[c:6]2[cH:7][cH:8][cH:9][cH:10][cH:11]2)[s:16][n:15]1)=[O:18]. Reactants: CC(C)(C)N, ClCCl, O=C1OC(=O)c2c1nsc2-c1ccccc1. Yields the product CC(C)(C)NC(=O)c1nsc(-c2ccccc2)c1C(=O)O. Starting materials: O=C(OCc1ccccc1)N1CCC(COc2ccc([N+](=O)[O-])c(CS(=O)(=O)c3cccc4ccccc34)c2)CC1, CCO, [Cl-]. Yields the product Nc1ccc(OCC2CCN(C(=O)OCc3ccccc3)CC2)cc1CS(=O)(=O)c1cccc2ccccc12. RXN SMILES: [CH2:1]([c:2]1[cH:3][cH:4][cH:5][cH:6][cH:7]1)[O:8][C:9](=[O:10])[N:11]1[CH2:12][CH2:13][CH:14]([CH2:17][O:18][c:19]2[cH:20][c:21]([CH2:28][S:29](=[O:30])(=[O:31])[c:32]3[cH:33][cH:34][cH:35][c:36]4[cH:37][cH:38][cH:39][cH:40][c:41]34)[c:22]([N+:25]([O-:26])=[O:27])[cH:23][cH:24]2)[CH2:15][CH2:16]1.[CH3:43][CH2:44][OH:45].[Cl-:42]>>[CH2:1]([c:2]1[cH:3][cH:4][cH:5][cH:6][cH:7]1)[O:8][C:9](=[O:10])[N:11]1[CH2:12][CH2:13][CH:14]([CH2:17][O:18][c:19]2[cH:20][c:21]([CH2:28][S:29](=[O:30])(=[O:31])[c:32]3[cH:33][cH:34][cH:35][c:36]4[cH:37][cH:38][cH:39][cH:40][c:41]34)[c:22]([NH2:25])[cH:23][cH:24]2)[CH2:15][CH2:16]1. The reactants are CCN=C=NCCCN(C)C, ClCCl, Cl, NC1CCOc2ccc(F)cc21, O=C(O)CN1CCCC(c2ccccc2)(c2ccccc2)C1=O. Yields the product O=C(CN1CCCC(c2ccccc2)(c2ccccc2)C1=O)NC1CCOc2ccc(F)cc21. Reaction SMILES: [CH2:25]([N:26]=[C:27]=[N:28][CH2:29][CH2:30][CH2:31][N:32]([CH3:33])[CH3:34])[CH3:35].[Cl:48][CH2:49][Cl:50].[ClH:24].[F:36][c:37]1[cH:38][c:39]2[c:44]([cH:45][cH:46]1)[O:43][CH2:42][CH2:41][CH:40]2[NH2:47].[O:1]=[C:2]1[N:3]([CH2:20][C:21](=[O:22])[OH:23])[CH2:4][CH2:5][CH2:6][C:7]1([c:8]1[cH:9][cH:10][cH:11][cH:12][cH:13]1)[c:14]1[cH:15][cH:16][cH:17][cH:18][cH:19]1>>[O:1]=[C:2]1[N:3]([CH2:20][C:21](=[O:22])[NH:47][CH:40]2[c:39]3[cH:38][c:37]([F:36])[cH:46][cH:45][c:44]3[O:43][CH2:42][CH2:41]2)[CH2:4][CH2:5][CH2:6][C:7]1([c:8]1[cH:9][cH:10][cH:11][cH:12][cH:13]1)[c:14]1[cH:15][cH:16][cH:17][cH:18][cH:19]1.